From a dataset of the Open Reaction Database (ORD), a public repository of structured organic reaction records. describe an organic reaction: reactants, conditions, products, and yield The reactants are COc1ccc(Br)c2oc(N3CCCCC3)nc12, CCOCC. The product is Oc1ccc(Br)c2oc(N3CCCCC3)nc12. RXN SMILES: [Br:1][c:2]1[cH:3][cH:4][c:5]([O:17][CH3:18])[c:6]2[n:7][c:8]([N:11]3[CH2:12][CH2:13][CH2:14][CH2:15][CH2:16]3)[o:9][c:10]12.[CH3:19][CH2:20][O:21][CH2:22][CH3:23]>>[Br:1][c:2]1[cH:3][cH:4][c:5]([OH:17])[c:6]2[n:7][c:8]([N:11]3[CH2:12][CH2:13][CH2:14][CH2:15][CH2:16]3)[o:9][c:10]12. Reactants: O=C(Cl)C12CCN(CC1)CC2, NC1CCN(CCc2ccccc2)C1. The product is O=C(NC1CCN(CCc2ccccc2)C1)C12CCN(CC1)CC2. Reaction SMILES: [N:1]12[CH2:2][CH2:3][C:4]([C:9](=[O:10])[Cl:11])([CH2:5][CH2:6]1)[CH2:7][CH2:8]2.[NH2:12][CH:13]1[CH2:14][N:15]([CH2:18][CH2:19][c:20]2[cH:21][cH:22][cH:23][cH:24][cH:25]2)[CH2:16][CH2:17]1>>[N:1]12[CH2:2][CH2:3][C:4]([C:9](=[O:10])[NH:12][CH:13]3[CH2:14][N:15]([CH2:18][CH2:19][c:20]4[cH:21][cH:22][cH:23][cH:24][cH:25]4)[CH2:16][CH2:17]3)([CH2:5][CH2:6]1)[CH2:7][CH2:8]2. Starting materials: ClC1=CC=C(C=C1)N=C=O (4-chlorophenyl isocyanate), Cl.CN1CCN(CC1)C1=NC(=NC(=C1)C1=CC=C2CCNCC2=C1)N (4-(4-methylpiperazin-1-yl)-6-(1,2,3,4-tetrahydroisoquinolin-7-yl)pyrimidin-2-amine HCl salt). The product is NC1=NC(=CC(=N1)C1=CC=C2CCN(CC2=C1)C(=O)NC1=CC=C(C=C1)Cl)N1CCN(CC1)C (7-[2-Amino-6-(4-methylpiperazin-1-yl)pyrimidin-4-yl]-N-(4-chlorophenyl)-3,4-dihydroisoquinoline-2(1H)-carboxamide). As a reaction SMILES: [Cl:1][C:2]1[CH:7]=[CH:6][C:5]([N:8]=[C:9]=[O:10])=[CH:4][CH:3]=1.Cl.[CH3:12][N:13]1[CH2:18][CH2:17][N:16]([C:19]2[CH:24]=[C:23]([C:25]3[CH:34]=[C:33]4[C:28]([CH2:29][CH2:30][NH:31][CH2:32]4)=[CH:27][CH:26]=3)[N:22]=[C:21]([NH2:35])[N:20]=2)[CH2:15][CH2:14]1>>[NH2:35][C:21]1[N:22]=[C:23]([C:25]2[CH:34]=[C:33]3[C:28]([CH2:29][CH2:30][N:31]([C:9]([NH:8][C:5]4[CH:6]=[CH:7][C:2]([Cl:1])=[CH:3][CH:4]=4)=[O:10])[CH2:32]3)=[CH:27][CH:26]=2)[CH:24]=[C:19]([N:16]2[CH2:15][CH2:14][N:13]([CH3:12])[CH2:18][CH2:17]2)[N:20]=1 |f:1.2|. Procedure: This compound was prepared from 4-chlorophenyl isocyanate and 4-(4-methylpiperazin-1-yl)-6-(1,2,3,4-tetrahydroisoquinolin-7-yl)pyrimidin-2-amine HCl salt using procedures analogous to those for Example 5. Analytic LCMS (M+H)+: m/z=478.3/480.3. Starting materials: BrC1=CC=C(C(=N1)C)C(=O)N1CCN(CC1)C1=NC(=C(C=C1C)C)C ((6-bromo-2-methylpyridin-3-yl)[4-(3,5,6-trimethylpyridin-2-yl)piperazin-1-yl]methanone), CC1CCC(N1)=O (5-methylpyrrolidin-2-one). Product: CC1CCC(N1C1=NC(=C(C=C1)C(=O)N1CCN(CC1)C1=NC(=C(C=C1C)C)C)C)=O (5-methyl-1-{6-methyl-5-[4-(3,5,6-trimethylpyridin-2-yl)piperazine-1-carbonyl]pyridin-2-yl}pyrrolidin-2-one). Yield: 85.8%. Reaction SMILES: Br[C:2]1[N:7]=[C:6]([CH3:8])[C:5]([C:9]([N:11]2[CH2:16][CH2:15][N:14]([C:17]3[C:22]([CH3:23])=[CH:21][C:20]([CH3:24])=[C:19]([CH3:25])[N:18]=3)[CH2:13][CH2:12]2)=[O:10])=[CH:4][CH:3]=1.[CH3:26][CH:27]1[NH:31][C:30](=[O:32])[CH2:29][CH2:28]1>>[CH3:26][CH:27]1[N:31]([C:2]2[CH:3]=[CH:4][C:5]([C:9]([N:11]3[CH2:16][CH2:15][N:14]([C:17]4[C:22]([CH3:23])=[CH:21][C:20]([CH3:24])=[C:19]([CH3:25])[N:18]=4)[CH2:13][CH2:12]3)=[O:10])=[C:6]([CH3:8])[N:7]=2)[C:30](=[O:32])[CH2:29][CH2:28]1. Procedure: Using (6-bromo-2-methylpyridin-3-yl)[4-(3,5,6-trimethylpyridin-2-yl)piperazin-1-yl]methanone (145 mg) described in Preparation Example 248 and 5-methylpyrrolidin-2-one (54 mg) and by the reaction and treatment in the same manner as in Example 262, the title compound (130 mg) was obtained. Starting materials: C(=O)=O (CO2), C(=O)=O.CC(=O)C (dry ice acetone), C(CCC)[Li] (n-butyllithium), ClC=1SC=CC1Br (2-chloro-3-bromothiophene). The solvent is C(C)OCC (diethyl ether). The product is ClC=1SC=CC1C(=O)O (2-chlorothiophene-3-carboxylic acid). Yield: 90.0%. RXN SMILES: [Cl:1][C:2]1[S:3][CH:4]=[CH:5][C:6]=1Br.[C:8](=[O:10])=[O:9].CC(C)=O.C([Li])CCC.C(=O)=O>C(OCC)C>[Cl:1][C:2]1[S:3][CH:4]=[CH:5][C:6]=1[C:8]([OH:10])=[O:9] |f:1.2|. Procedure: To a round bottomed flask were added 2-chloro-3-bromothiophene (26.2 g, 132.7 mmole) along with diethyl ether (390 mL). The reaction was cooled to -78° C. (dry ice/acetone) and 1.6M n-butyllithium (87.0 mL, 139.0 mmole) was added dropwise. The reaction was stirred for 1.5 hours after which an excess of CO2 (~25.0 g) was added all at once. The reaction was warmed to room temperature and poured onto ice/water. The mixture was extracted with 10% sodium carbonate solution and the basic aqueous layer... The reactants are COc1ccc(Cn2cc(-c3ccnc(N)n3)c(-c3cccc(NC(=O)Nc4ccc(C(F)(F)F)cc4)c3)n2)cc1, O=C(O)C(F)(F)F. The product is Nc1nccc(-c2c[nH]nc2-c2cccc(NC(=O)Nc3ccc(C(F)(F)F)cc3)c2)n1. Reaction SMILES: [NH2:1][c:2]1[n:3][cH:4][cH:5][c:6](-[c:8]2[c:9](-[c:22]3[cH:23][c:24]([NH:28][C:29](=[O:30])[NH:31][c:32]4[cH:33][cH:34][c:35]([C:38]([F:39])([F:40])[F:41])[cH:36][cH:37]4)[cH:25][cH:26][cH:27]3)[n:10][n:11]([CH2:13][c:14]3[cH:15][cH:16][c:17]([O:18][CH3:19])[cH:20][cH:21]3)[cH:12]2)[n:7]1.[OH:42][C:43]([C:44]([F:45])([F:46])[F:47])=[O:48]>>[NH2:1][c:2]1[n:3][cH:4][cH:5][c:6](-[c:8]2[c:9](-[c:22]3[cH:23][c:24]([NH:28][C:29](=[O:30])[NH:31][c:32]4[cH:33][cH:34][c:35]([C:38]([F:39])([F:40])[F:41])[cH:36][cH:37]4)[cH:25][cH:26][cH:27]3)[n:10][nH:11][cH:12]2)[n:7]1.